From a dataset of the Open Reaction Database (ORD), a public repository of structured organic reaction records. describe an organic reaction: reactants, conditions, products, and yield Reactants: ClC1=C(C=CC=C1)CC(=O)O (o-chlorophenylacetic acid), Cl.NO (hydroxylamine hydrochloride), C[O-].[Na+] (sodium methoxide), C([O-])([O-])=O.[K+].[K+] (potassium carbonate), BrCCBr (1,2-dibromoethane). Reagents/catalysts: O.C1(=CC=C(C=C1)S(=O)(=O)O)C (p-toluenesulfonic acid monohydrate). Run in CO (methanol), O (water), C(C)(=O)OCC (ethyl acetate), C(C)(=O)OCC (ethyl acetate), C1(=CC=CC=C1)C (toluene). Yields the product ClC1=C(CC2=NOCCO2)C=CC=C1 (3-(2-Chlorobenzyl)-5,6-dihydro-1,4,2-dioxazine). Reaction SMILES: [Cl:1][C:2]1[CH:7]=[CH:6][CH:5]=[CH:4][C:3]=1[CH2:8][C:9]([OH:11])=O.Cl.[NH2:13][OH:14].C[O-].[Na+].C(=O)([O-])[O-].[K+].[K+].Br[CH2:25][CH2:26]Br>CO.O.C1(C)C=CC(S(O)(=O)=O)=CC=1.C(OCC)(=O)C.C1(C)C=CC=CC=1.O>[Cl:1][C:2]1[CH:7]=[CH:6][CH:5]=[CH:4][C:3]=1[CH2:8][C:9]1[O:11][CH2:26][CH2:25][O:14][N:13]=1 |f:1.2,3.4,5.6.7,10.11|. Procedure details: A solution of 5.0 g (29.3 mmole) of o-chlorophenylacetic acid and 0.3 g of p-toluenesulfonic acid monohydrate in 50 ml of methanol was heated under reflux for 6 hours. At the end of this time, 3.1 g (44 mmole) of hydroxylamine hydrochloride were added to the reaction mixture, followed by 2.1 g of sodium methoxide. The resulting reaction mixture was then heated under reflux for 10 hours. 14.2 g (103 mmole) of potassium carbonate and 5.1 ml of 1,2-dibromoethane were then added to the resulting rea... Reactants: C1(=CC=CC=C1)C1=CC2=C(CCC=3C=NC=NC23)N=C1C1=CC=C(C=C1)C1(CCC1)NC(OC(C)(C)C)=O (Tert-butyl (1-(4-(9-phenyl-5,6-dihydropyrido[2,3-h]quinazolin-8-yl)phenyl)cyclobutyl)carbamate). Run in C(=O)(C(F)(F)F)O (TFA). Conditions: time 30 second. The product is C1(=CC=CC=C1)C1=CC2=C(CCC=3C=NC=NC23)N=C1C1=CC=C(C=C1)C1(CCC1)N (1-(4-(9-phenyl-5,6-dihydropyrido[2,3-h]quinazolin-8-yl)phenyl)cyclobutanamine). Yield: 86.0%. As a reaction SMILES: [C:1]1([C:7]2[C:20]([C:21]3[CH:26]=[CH:25][C:24]([C:27]4([NH:31]C(=O)OC(C)(C)C)[CH2:30][CH2:29][CH2:28]4)=[CH:23][CH:22]=3)=[N:19][C:10]3[CH2:11][CH2:12][C:13]4[CH:14]=[N:15][CH:16]=[N:17][C:18]=4[C:9]=3[CH:8]=2)[CH:6]=[CH:5][CH:4]=[CH:3][CH:2]=1>C(O)(C(F)(F)F)=O>[C:1]1([C:7]2[C:20]([C:21]3[CH:22]=[CH:23][C:24]([C:27]4([NH2:31])[CH2:30][CH2:29][CH2:28]4)=[CH:25][CH:26]=3)=[N:19][C:10]3[CH2:11][CH2:12][C:13]4[CH:14]=[N:15][CH:16]=[N:17][C:18]=4[C:9]=3[CH:8]=2)[CH:6]=[CH:5][CH:4]=[CH:3][CH:2]=1. Procedure details: Tert-butyl (1-(4-(9-phenyl-5,6-dihydropyrido[2,3-h]quinazolin-8-yl)phenyl)cyclobutyl)carbamate (12 mg, 0.023 mmol) was dissolved in TFA (1 mL) and stirred for 30 seconds. The solution was immediately concentrated to dryness under reduced pressure. The residue was dissolved in diethyl ether (˜2 mL) and concentrated to dryness under reduced pressure three times. The residue was then slurried in diethyl ether (2 mL) and after settling the supernatant solvent removed by pipette. This was repeated th...